Dataset: the Open Reaction Database (ORD), a public repository of structured organic reaction records. Task: describe an organic reaction: reactants, conditions, products, and yield The reactants are OC1=NC=CC=C1[N+](=O)[O-] (2-hydroxy-3-nitropyridine), C([O-])([O-])=O.[Cs+].[Cs+] (cesium carbonate), C(C=C)Br (allyl bromide), CN(C)C=O (DMF). Conditions: time 18 hour. Yields the product C(C=C)OC1=NC=CC(=C1)[N+](=O)[O-] (2-allyloxy-4-nitropyridine). Isolated yield 94.0%. RXN SMILES: O[C:2]1[C:7]([N+:8]([O-:10])=[O:9])=[CH:6]C=CN=1.C(=O)([O-])[O-].[Cs+].[Cs+].[CH2:17](Br)[CH:18]=[CH2:19].[CH3:21][N:22]([CH:24]=[O:25])C>>[CH2:17]([O:25][C:24]1[CH:2]=[C:7]([N+:8]([O-:10])=[O:9])[CH:6]=[CH:21][N:22]=1)[CH:18]=[CH2:19] |f:1.2.3|. Procedure details: To a solution of 2-hydroxy-3-nitropyridine (30.5 mmol) in DMF (20 ml), cesium carbonate (45.7 mmol) and allyl bromide (3.15 mL, 35.6 mmol) were added. The reaction mixture was stirred at room temperature for 18 hours, then it was partitioned between ethyl acetate and water. The combined organic phase was dried and concentrated to give the desired product (5.85 g, 94%). EI-MS m/z 205 (M+). Starting materials: COc1ccc(OC)c(C=CC(=O)O)c1, CC(C)(C)OCC(NC(=O)OCC1c2ccccc2-c2ccccc21)C(=O)NCCc1ccc(O)c(O)c1. Yields the product COc1ccc(OC)c(C=CC(=O)NC(COC(C)(C)C)C(=O)NCCc2ccc(O)c(O)c2)c1. RXN SMILES: [CH3:39][O:40][c:41]1[c:42]([CH:43]=[CH:44][C:45]([OH:46])=[O:47])[cH:48][c:49]([O:52][CH3:53])[cH:50][cH:51]1.[cH:1]1[c:2]2[c:12]([cH:13][cH:14][cH:15]1)-[c:7]1[c:6]([cH:11][cH:10][cH:9][cH:8]1)[CH:3]2[CH2:4][O:5][C:16](=[O:17])[NH:18][CH:19]([CH2:20][O:21][C:22]([CH3:23])([CH3:24])[CH3:25])[C:26](=[O:27])[NH:28][CH2:29][CH2:30][c:31]1[cH:32][c:33]([OH:34])[c:35]([OH:36])[cH:37][cH:38]1>>[C:16](=[O:17])([NH:18][CH:19]([CH2:20][O:21][C:22]([CH3:23])([CH3:24])[CH3:25])[C:26](=[O:27])[NH:28][CH2:29][CH2:30][c:31]1[cH:32][c:33]([OH:34])[c:35]([OH:36])[cH:37][cH:38]1)[CH:44]=[CH:43][c:42]1[c:41]([O:40][CH3:39])[cH:51][cH:50][c:49]([O:52][CH3:53])[cH:48]1. Reactants: O (Water), C(C)(C)N(C(C)C)CC (N,N-Diisopropylethylamine), FC1=C(C=CC=C1)C1=C(CCCC1)CO ([2-(2-fluorophenyl)cyclohex-1-enyl]methanol), CS(=O)(=O)Cl (Methanesulfonyl chloride). Solvent: ClCCl (dichloromethane). Conditions: time 8 hour. The product is ClCC1=C(CCCC1)C1=C(C=CC=C1)F (1-(2-chloromethylcyclohex-1-enyl)-2-fluorobenzene). RXN SMILES: C(N(CC)C(C)C)(C)C.[F:10][C:11]1[CH:16]=[CH:15][CH:14]=[CH:13][C:12]=1[C:17]1[CH2:22][CH2:21][CH2:20][CH2:19][C:18]=1[CH2:23]O.CS([Cl:29])(=O)=O.O>ClCCl>[Cl:29][CH2:23][C:18]1[CH2:19][CH2:20][CH2:21][CH2:22][C:17]=1[C:12]1[CH:13]=[CH:14][CH:15]=[CH:16][C:11]=1[F:10]. Procedure: N,N-Diisopropylethylamine (14.7 mL) was added to a solution of [2-(2-fluorophenyl)cyclohex-1-enyl]methanol obtained in Preparation Example 1-(3) (8.88 g) in dichloromethane (300 mL). Methanesulfonyl chloride (4.00 mL) was added dropwise to the reaction solution in an ice bath. The reaction solution was gradually warmed to room temperature and stirred overnight. Water was added to the reaction solution, followed by extraction with chloroform. The organic layer was dried over anhydrous magnesium s... The reactants are C1(CCCCC1)C1=C(NC2=CC(=CC=C12)C(=O)OC)C1=C(C=CC=C1)O (Methyl 3-cyclohexyl-2-(2-hydroxyphenyl)-1H-indole-6-carboxylate), C(C=C)Br (allyl bromide), C(=O)([O-])[O-].[K+].[K+] (K2CO3), C(C=C)Br (allyl bromide). Solvent: CC#N.C(Cl)Cl (MeCN DCM). Conditions: temperature 50 celsius. The product is C(C=C)OC1=C(C=CC=C1)C=1NC2=CC(=CC=C2C1C1CCCCC1)C(=O)OC (methyl 2-[2-(allyloxy)phenyl]-3-cyclohexyl-1H-indole-6-carboxylate). Reaction SMILES: [CH:1]1([C:7]2[C:15]3[C:10](=[CH:11][C:12]([C:16]([O:18][CH3:19])=[O:17])=[CH:13][CH:14]=3)[NH:9][C:8]=2[C:20]2[CH:25]=[CH:24][CH:23]=[CH:22][C:21]=2[OH:26])[CH2:6][CH2:5][CH2:4][CH2:3][CH2:2]1.C([O-])([O-])=O.[K+].[K+].[CH2:33](Br)[CH:34]=[CH2:35]>CC#N.C(Cl)Cl>[CH2:35]([O:26][C:21]1[CH:22]=[CH:23][CH:24]=[CH:25][C:20]=1[C:8]1[NH:9][C:10]2[C:15]([C:7]=1[CH:1]1[CH2:6][CH2:5][CH2:4][CH2:3][CH2:2]1)=[CH:14][CH:13]=[C:12]([C:16]([O:18][CH3:19])=[O:17])[CH:11]=2)[CH:34]=[CH2:33] |f:1.2.3,5.6|. Procedure details: Methyl 3-cyclohexyl-2-(2-hydroxyphenyl)-1H-indole-6-carboxylate (prepared as described in published International patent application WO 2006/046030) was suspended in MeCN/DCM (1:1, 0.1M) and K2CO3 (1 eq) was added. To the stirred mixture allyl bromide (1.1 eq) was added and the mixture was warmed to 50° C. After 4 h a further 0.5 eq of allyl bromide were added and heating was continued over night. The mixture was filtered and the filter cake was extracted with hot ethyl acetate. The combined fil... Reactants: C(C)(C)(C)N1N=CC(=C(C1=O)C)S (2-t-butyl-5-mercapto-4-methyl-3(2H)-pyridazinone), C(C)(C)(C)C=1SC(=CC1)CCl (2-t-butyl-5-chloromethylthiophene), O (water), C([O-])([O-])=O.[K+].[K+] (potassium carbonate). Solvent: CN(C=O)C (N,N-dimethylformamide). Run at time 8 hour. The product is C(C)(C)(C)N1N=CC(=C(C1=O)C)SCC=1SC(=CC1)C(C)(C)C (2-t-butyl-5-{(5-t-butyl-2-thienyl)-methylthio}-4-methyl-3(2H)-pyridazinone). The yield is 62.3%. Reaction SMILES: [C:1]([N:5]1[C:10](=[O:11])[C:9]([CH3:12])=[C:8]([SH:13])[CH:7]=[N:6]1)([CH3:4])([CH3:3])[CH3:2].[C:14]([C:18]1[S:19][C:20]([CH2:23]Cl)=[CH:21][CH:22]=1)([CH3:17])([CH3:16])[CH3:15].C(=O)([O-])[O-].[K+].[K+].O>CN(C)C=O>[C:1]([N:5]1[C:10](=[O:11])[C:9]([CH3:12])=[C:8]([S:13][CH2:23][C:20]2[S:19][C:18]([C:14]([CH3:17])([CH3:16])[CH3:15])=[CH:22][CH:21]=2)[CH:7]=[N:6]1)([CH3:4])([CH3:2])[CH3:3] |f:2.3.4|. Procedure details: In 20 ml of N,N-dimethylformamide were dissolved 2.0 g of 2-t-butyl-5-mercapto-4-methyl-3(2H)-pyridazinone and 1.9 g of 2-t-butyl-5-chloromethylthiophene, and thereto was added under stirring 1.5 g of potassium carbonate at room temperature. After additional stirring for 8 hours at room temperature, the mixture was poured into 50 ml of water and then extracted twice with 50 ml of benzene. The organic layer was washed with water, dried over anhydrous sodium sulfate and then freed of solvent by di... Reactants: [N+](=O)([O-])C=1C=NC2=CC=CC=C2C1NCC1(CCCCC1)NC(OC(C)(C)C)=O (tert-butyl 1-{[(3-nitroquinolin-4-yl)amino]methyl}cyclohexylcarbamate). Reagents/catalysts: [Pt] (platinum on carbon). Run in C1(=CC=CC=C1)C (toluene), C(C)O (ethanol). Conditions: time 4 hour. Yields the product NC=1C=NC2=CC=CC=C2C1NCC1(CCCCC1)NC(OC(C)(C)C)=O (tert-butyl 1-{[(3-aminoquinolin-4-yl)amino]methyl}cyclohexylcarbamate). Isolated yield 100.0%. As a reaction SMILES: [N+:1]([C:4]1[CH:5]=[N:6][C:7]2[C:12]([C:13]=1[NH:14][CH2:15][C:16]1([NH:22][C:23](=[O:29])[O:24][C:25]([CH3:28])([CH3:27])[CH3:26])[CH2:21][CH2:20][CH2:19][CH2:18][CH2:17]1)=[CH:11][CH:10]=[CH:9][CH:8]=2)([O-])=O>[Pt].C1(C)C=CC=CC=1.C(O)C>[NH2:1][C:4]1[CH:5]=[N:6][C:7]2[C:12]([C:13]=1[NH:14][CH2:15][C:16]1([NH:22][C:23](=[O:29])[O:24][C:25]([CH3:27])([CH3:26])[CH3:28])[CH2:21][CH2:20][CH2:19][CH2:18][CH2:17]1)=[CH:11][CH:10]=[CH:9][CH:8]=2. Procedure details: A mixture of tert-butyl 1-{[(3-nitroquinolin-4-yl)amino]methyl}cyclohexylcarbamate (29.5 g, 73.7 mmol) and 5% platinum on carbon (0.30 g) in toluene (300 mL) was hydrogenated at 50 psi (3.5×105 Pa) for 4 hours (h) on a Parr apparatus. The reaction mixture was diluted with ethanol (200 mL) and was filtered through CELITE filter agent. The filtrate was concentrated to give tert-butyl 1-{[(3-aminoquinolin-4-yl)amino]methyl}cyclohexylcarbamate as a brown solid (27.3 g, 100%). Starting materials: COC(COC1=C2CCCOC2=C(C=C1)SC#N)=O ((8-thiocyanato-chroman-5-yloxy)-acetic acid methyl ester), SC[C@@H](O)[C@H](O)CS (dithiothreitol), OP(=O)(O)[O-].[K+] (KH2PO4), solution. The solvent is CO (MeOH). The product is COC(COC1=C2CCCOC2=C(C=C1)S)=O ((8-Mercapto-chroman-5-yloxy)-acetic acid methyl ester). Yield: 60.7%. As a reaction SMILES: [CH3:1][O:2][C:3](=[O:19])[CH2:4][O:5][C:6]1[CH:15]=[CH:14][C:13]([S:16]C#N)=[C:12]2[C:7]=1[CH2:8][CH2:9][CH2:10][O:11]2.SC[C@H]([C@@H](CS)O)O.OP([O-])(O)=O.[K+]>CO>[CH3:1][O:2][C:3](=[O:19])[CH2:4][O:5][C:6]1[CH:15]=[CH:14][C:13]([SH:16])=[C:12]2[C:7]=1[CH2:8][CH2:9][CH2:10][O:11]2 |f:2.3|. Procedure: A solution of (8-thiocyanato-chroman-5-yloxy)-acetic acid methyl ester (1.3 g, 4.6 mmol), dithiothreitol (910 mg, 6 mmol), and KH2PO4 (4.6 mL of a 0.02M solution) in 30 mL MeOH was heated at reflux for 1 hour after which time the reaction was cooled and concentrated in vacuo. Purification by flash column chromatography (gradient elution: 10% EtOAc/hexanes to 35% EtOAc/hexanes) gave the title compound (710 mg, 61%) as a pale yellow solid. 400 MHz 1H NMR (DMSO-d6) δ 6.97 (d, 1H, J=8.5 Hz), 6.31 (d...